This data is from the Open Reaction Database (ORD), a public repository of structured organic reaction records. The task is: describe an organic reaction: reactants, conditions, products, and yield The reactants are C(C)(=O)OC=1C=C(C=CC1OC(C)=O)C(C(=O)OCC)C (Ethyl 3,4-diacetoxyphenylpropionate), CNCCCC (N-methyl-n-butylamine). Yields the product C(CCC)N(C(C(C)C1=CC(=C(C=C1)O)O)=O)C (N-n-Butyl-N-methyl-3,4-dihydroxyphenylpropionamide). Reaction SMILES: C([O:4][C:5]1[CH:6]=[C:7]([CH:15]([CH3:21])[C:16]([O:18]CC)=O)[CH:8]=[CH:9][C:10]=1[O:11]C(=O)C)(=O)C.[CH3:22][NH:23][CH2:24][CH2:25][CH2:26][CH3:27]>>[CH2:24]([N:23]([CH3:22])[C:16](=[O:18])[CH:15]([C:7]1[CH:8]=[CH:9][C:10]([OH:11])=[C:5]([OH:4])[CH:6]=1)[CH3:21])[CH2:25][CH2:26][CH3:27]. Reported procedure: Ethyl 3,4-diacetoxyphenylpropionate and N-methyl-n-butylamine were used to obtain N-n-Butyl-N-methyl-3,4-dihydroxyphenylpropionamide by carrying out the same procedures as described in Example 1. The reactants are CN(C)C=O, Nc1ccc(Oc2cc(-n3c(=O)cc(C(F)(F)F)[nH]c3=O)c(F)cc2Cl)c(C(F)(F)F)c1, CC(C)(C)ON=O, O. Yields the product O=c1cc(C(F)(F)F)[nH]c(=O)n1-c1cc(Oc2ccccc2C(F)(F)F)c(Cl)cc1F. RXN SMILES: [CH3:41][N:42]([CH3:43])[CH:44]=[O:45].[Cl:1][c:2]1[cH:3][c:4]([F:32])[c:5](-[n:20]2[c:21](=[O:31])[nH:22][c:23]([C:27]([F:28])([F:29])[F:30])[cH:24][c:25]2=[O:26])[cH:6][c:7]1[O:8][c:9]1[c:10]([C:16]([F:17])([F:18])[F:19])[cH:11][c:12]([NH2:15])[cH:13][cH:14]1.[N:33]([O:34][C:35]([CH3:36])([CH3:37])[CH3:38])=[O:39].[OH2:40]>>[Cl:1][c:2]1[cH:3][c:4]([F:32])[c:5](-[n:20]2[c:21](=[O:31])[nH:22][c:23]([C:27]([F:28])([F:29])[F:30])[cH:24][c:25]2=[O:26])[cH:6][c:7]1[O:8][c:9]1[c:10]([C:16]([F:17])([F:18])[F:19])[cH:11][cH:12][cH:13][cH:14]1. Reactants: CC(=O)O, CCO, CN1CCN(c2ccc([N+](=O)[O-])c(C(=O)Nc3cc(C(=O)Nc4cc(F)cc(N5CCOCC5)c4)ccc3Cl)c2)CC1, [Fe], [Na+], [Na+], O=C([O-])[O-], O. Product: CN1CCN(c2ccc(N)c(C(=O)Nc3cc(C(=O)Nc4cc(F)cc(N5CCOCC5)c4)ccc3Cl)c2)CC1. As a reaction SMILES: [CH3:43][C:44](=[O:45])[OH:46].[CH3:55][CH2:56][OH:57].[Cl:1][c:2]1[c:3]([NH:24][C:25]([c:26]2[c:27]([N+:39]([O-:40])=[O:41])[cH:28][cH:29][c:30]([N:32]3[CH2:33][CH2:34][N:35]([CH3:38])[CH2:36][CH2:37]3)[cH:31]2)=[O:42])[cH:4][c:5]([C:6](=[O:7])[NH:8][c:9]2[cH:10][c:11]([F:21])[cH:12][c:13]([N:15]3[CH2:16][CH2:17][O:18][CH2:19][CH2:20]3)[cH:14]2)[cH:22][cH:23]1.[Fe:53].[Na+:47].[Na+:48].[O-:49][C:50](=[O:51])[O-:52].[OH2:54]>>[Cl:1][c:2]1[c:3]([NH:24][C:25]([c:26]2[c:27]([NH2:39])[cH:28][cH:29][c:30]([N:32]3[CH2:33][CH2:34][N:35]([CH3:38])[CH2:36][CH2:37]3)[cH:31]2)=[O:42])[cH:4][c:5]([C:6](=[O:7])[NH:8][c:9]2[cH:10][c:11]([F:21])[cH:12][c:13]([N:15]3[CH2:16][CH2:17][O:18][CH2:19][CH2:20]3)[cH:14]2)[cH:22][cH:23]1. The reactants are BrC=1C=C(C=NC1)C(CC(=O)OC)NC(=O)[C@H]1CN(CCC1)C(CCC1CCN(CC1)C(=O)OC(C)(C)C)=O (tert-butyl 4-{3-[(3R)-3-{[1-(5-bromopyridin-3-yl)-3-methoxy-3-oxopropyl]carbamoyl}piperidin-1-yl]-3-oxopropyl}piperidine-1-carboxylate), C(#N)C1=C(C=C(C=C1)B(O)O)F ((4-cyano-3-fluoro-phenyl)boronic acid), [F-].[K+] (potassium fluoride). The reagents and catalysts are C=1C=CC(=CC1)[P](C=2C=CC=CC2)(C=3C=CC=CC3)[Pd]([P](C=4C=CC=CC4)(C=5C=CC=CC5)C=6C=CC=CC6)([P](C=7C=CC=CC7)(C=8C=CC=CC8)C=9C=CC=CC9)[P](C=1C=CC=CC1)(C=1C=CC=CC1)C=1C=CC=CC1 (tetrakis(triphenylphosphine)palladium(0)). Run in O (water), C1(=CC=CC=C1)C (toluene), C(C)O (ethanol), O (water). Run at temperature 60 celsius, time 20 hour. Product: C(#N)C1=C(C=C(C=C1)C=1C=C(C=NC1)C(CC(=O)OC)NC(=O)[C@H]1CN(CCC1)C(CCC1CCN(CC1)C(=O)OC(C)(C)C)=O)F (tert-butyl 4-{3-[(3R)-3-({1-[5-(4-cyano-3-fluorophenyl)pyridin-3-yl]-3-methoxy-3-oxopropyl}carbamoyl)piperidin-1-yl]-3-oxopropyl}piperidine-1-carboxylate). Isolated yield 49.3%. RXN SMILES: Br[C:2]1[CH:3]=[C:4]([CH:8]([NH:14][C:15]([C@@H:17]2[CH2:22][CH2:21][CH2:20][N:19]([C:23](=[O:39])[CH2:24][CH2:25][CH:26]3[CH2:31][CH2:30][N:29]([C:32]([O:34][C:35]([CH3:38])([CH3:37])[CH3:36])=[O:33])[CH2:28][CH2:27]3)[CH2:18]2)=[O:16])[CH2:9][C:10]([O:12][CH3:13])=[O:11])[CH:5]=[N:6][CH:7]=1.[C:40]([C:42]1[CH:47]=[CH:46][C:45](B(O)O)=[CH:44][C:43]=1[F:51])#[N:41].[F-].[K+]>C1(C)C=CC=CC=1.C(O)C.O.C1C=CC([P]([Pd]([P](C2C=CC=CC=2)(C2C=CC=CC=2)C2C=CC=CC=2)([P](C2C=CC=CC=2)(C2C=CC=CC=2)C2C=CC=CC=2)[P](C2C=CC=CC=2)(C2C=CC=CC=2)C2C=CC=CC=2)(C2C=CC=CC=2)C2C=CC=CC=2)=CC=1>[C:40]([C:42]1[CH:47]=[CH:46][C:45]([C:2]2[CH:3]=[C:4]([CH:8]([NH:14][C:15]([C@@H:17]3[CH2:22][CH2:21][CH2:20][N:19]([C:23](=[O:39])[CH2:24][CH2:25][CH:26]4[CH2:31][CH2:30][N:29]([C:32]([O:34][C:35]([CH3:37])([CH3:38])[CH3:36])=[O:33])[CH2:28][CH2:27]4)[CH2:18]3)=[O:16])[CH2:9][C:10]([O:12][CH3:13])=[O:11])[CH:5]=[N:6][CH:7]=2)=[CH:44][C:43]=1[F:51])#[N:41] |f:2.3,^1:68,70,89,108|. Procedure: To 300.0 mg (0.49 mmol) tert-butyl 4-{3-[(3R)-3-{[1-(5-bromopyridin-3-yl)-3-methoxy-3-oxopropyl]carbamoyl}piperidin-1-yl]-3-oxopropyl}piperidine-1-carboxylate (example 8c) in 12 ml toluene were added 11.4 mg (0.01 mmol) tetrakis(triphenylphosphine)palladium(0), 97.4 mg (0.59 mmol) (4-cyano-3-fluoro-phenyl)boronic acid in 3.0 ml ethanol and 57.2 mg (0.98 mmol) potassium fluoride in 3.0 ml water. The mixture was stirred at 100° C. for 10 hours and at 60° C. for 20 hours, diluted with water and ext... The reactants are BrC1=CN(C=2N=CN=C(C21)Cl)C(C)C (5-Bromo-4-chloro-7-isopropyl-7H-pyrrolo[2,3-d]pyrimidine), ClC=1C=C(C(=O)Cl)C=C(N1)C (2-Chloro-6-methyl-isonicotinoyl chloride), NC=1C2=C(N=CN1)N(C=C2C(=O)C2=NC(=CC=C2)N)C(C)C ((4-Amino-7-isopropyl-7H-pyrrolo[2,3-d]pyrimidin-5-yl)-(6-amino-pyridin-2-yl)-methanone). Product: NC=1C2=C(N=CN1)N(C=C2C(=O)C2=CC(=NC(=C2)C)N)C(C)C ((4-Amino-7-isopropyl-7H-pyrrolo[2,3-d]pyrimidin-5-yl)-(2-amino-6-methyl-pyridin-4-yl)-methanone). As a reaction SMILES: BrC1[C:10]2C(Cl)=NC=[N:6][C:5]=2[N:4](C(C)C)C=1.ClC1C=C(C=C(C)N=1)C(Cl)=O.[NH2:26][C:27]1[C:28]2[C:35]([C:36]([C:38]3[CH:43]=[CH:42][CH:41]=C(N)N=3)=[O:37])=[CH:34][N:33]([CH:45]([CH3:47])[CH3:46])[C:29]=2[N:30]=[CH:31][N:32]=1>>[NH2:26][C:27]1[C:28]2[C:35]([C:36]([C:38]3[CH:43]=[C:42]([CH3:41])[N:4]=[C:5]([NH2:6])[CH:10]=3)=[O:37])=[CH:34][N:33]([CH:45]([CH3:46])[CH3:47])[C:29]=2[N:30]=[CH:31][N:32]=1. Reported procedure: The title compound was prepared from 5-Bromo-4-chloro-7-isopropyl-7H-pyrrolo[2,3-d]pyrimidine (15.8 g, 50.7 mmol) and 2-Chloro-6-methyl-isonicotinoyl chloride (9.6 g, 50.7 mmol) by procedures analogous to those described for the preparation (4-Amino-7-isopropyl-7H-pyrrolo[2,3-d]pyrimidin-5-yl)-(6-amino-pyridin-2-yl)-methanone. MS: 311.2 (MH+); HPLC Rf: 3.23 min. (HPLC method 4); HPLC purity: 100%. Starting materials: BrCCCc1ccc(OCCCCOc2ccccc2)cc1, O=C([O-])[O-], CCOC(=O)c1ccc(O)c(C=O)c1, [K+], [K+], CN(C)C=O. Yields the product CCOC(=O)c1ccc(OCCCc2ccc(OCCCCOc3ccccc3)cc2)c(C=O)c1. Reaction SMILES: [Br:1][CH2:2][CH2:3][CH2:4][c:5]1[cH:6][cH:7][c:8]([O:11][CH2:12][CH2:13][CH2:14][CH2:15][O:16][c:17]2[cH:18][cH:19][cH:20][cH:21][cH:22]2)[cH:9][cH:10]1.[C:37](=[O:38])([O-:39])[O-:40].[CH:23](=[O:24])[c:25]1[cH:26][c:27]([C:28](=[O:29])[O:30][CH2:31][CH3:32])[cH:33][cH:34][c:35]1[OH:36].[K+:41].[K+:42].[O:43]=[CH:44][N:45]([CH3:46])[CH3:47]>>[CH2:2]([CH2:3][CH2:4][c:5]1[cH:6][cH:7][c:8]([O:11][CH2:12][CH2:13][CH2:14][CH2:15][O:16][c:17]2[cH:18][cH:19][cH:20][cH:21][cH:22]2)[cH:9][cH:10]1)[O:36][c:35]1[c:25]([CH:23]=[O:24])[cH:26][c:27]([C:28](=[O:29])[O:30][CH2:31][CH3:32])[cH:33][cH:34]1.